This data is from the Open Reaction Database (ORD), a public repository of structured organic reaction records. The task is: describe an organic reaction: reactants, conditions, products, and yield Starting materials: Cc1cccc(N=C=O)c1, CCOC(C)=O, CC(C)(C)OC(=O)C1CSC(c2ccccc2)N1C(=O)CN, C1CCOC1. Yields the product Cc1cccc(NC(=O)NCC(=O)N2C(C(=O)OC(C)(C)C)CSC2c2ccccc2)c1. RXN SMILES: [CH3:1][c:2]1[cH:3][c:4]([N:8]=[C:9]=[O:10])[cH:5][cH:6][cH:7]1.[CH3:38][CH2:39][O:40][C:41](=[O:42])[CH3:43].[NH2:11][CH2:12][C:13](=[O:14])[N:15]1[CH:16]([c:27]2[cH:28][cH:29][cH:30][cH:31][cH:32]2)[S:17][CH2:18][CH:19]1[C:20](=[O:21])[O:22][C:23]([CH3:24])([CH3:25])[CH3:26].[O:33]1[CH2:34][CH2:35][CH2:36][CH2:37]1>>[CH3:1][c:2]1[cH:3][c:4]([NH:8][C:9](=[O:10])[NH:11][CH2:12][C:13](=[O:14])[N:15]2[CH:16]([c:27]3[cH:28][cH:29][cH:30][cH:31][cH:32]3)[S:17][CH2:18][CH:19]2[C:20](=[O:21])[O:22][C:23]([CH3:24])([CH3:25])[CH3:26])[cH:5][cH:6][cH:7]1. The reactants are C(C)(C)NC(C)C (diisopropylamine), C(C)(C)(C)OC(N[C@H](C(=O)C1CC1)C)=O (tert-butyl[(1S)-2-cyclopropyl-1-methyl-2-oxoethyl]carbamate), C(=O)=O.CC(=O)C (dry ice acetone), [Cl-].[NH4+] (ammonium chloride). Solvent: O1CCCC1 (tetrahydrofuran), C(C)(=O)OCC (Ethyl acetate), O1CCCC1 (tetrahydrofuran). Run at time 20 minute. The product is C1(CC1)[C@@]1(CC(N[C@H]1C)=O)O ((4R,5S)-4-cyclopropyl-4-hydroxy-5-methylpyrrolidin-2-one). Yield: 62.1%. RXN SMILES: [CH:1](NC(C)C)(C)C.C(=O)=O.CC(C)=O.C(O[C:20](=[O:29])[NH:21][C@@H:22]([CH3:28])[C:23]([CH:25]1[CH2:27][CH2:26]1)=[O:24])(C)(C)C.[Cl-].[NH4+]>O1CCCC1.C(OCC)(=O)C>[CH:25]1([C@@:23]2([OH:24])[C@H:22]([CH3:28])[NH:21][C:20](=[O:29])[CH2:1]2)[CH2:26][CH2:27]1 |f:1.2,4.5|. Procedure: A solution of diisopropylamine (4.06 g) in tetrahydrofuran (40 mL) was ice-cooled under a nitrogen atmosphere, and 1.6 mol/L n-butyllithium-hexane solution (24.6 mL) was added. The mixture was stirred at the same temperature for 20 min, and the reaction solution was cooled with dry ice/acetone. Ethyl acetate (3.88 mL) was added to the reaction solution, the mixture was stirred at the same temperature for 30 min, and a solution of tert-butyl[(1S)-2-cyclopropyl-1-methyl-2-oxoethyl]carbamate (3.65 ...